This data is from the Open Reaction Database (ORD), a public repository of structured organic reaction records. The task is: describe an organic reaction: reactants, conditions, products, and yield Reactants: Cc1ccccc1C=[N+](C)C, [Cl-], NC(=S)c1ccccc1-n1cccc1. The product is Cc1ccccc1C(c1cccn1-c1ccccc1C(N)=S)N(C)C. Reaction SMILES: [CH3:16][N+:17](=[CH:18][c:19]1[c:20]([CH3:25])[cH:21][cH:22][cH:23][cH:24]1)[CH3:26].[Cl-:15].[n:1]1(-[c:6]2[c:7]([C:8](=[S:9])[NH2:10])[cH:11][cH:12][cH:13][cH:14]2)[cH:2][cH:3][cH:4][cH:5]1>>[n:1]1(-[c:6]2[c:7]([C:8](=[S:9])[NH2:10])[cH:11][cH:12][cH:13][cH:14]2)[cH:2][cH:3][cH:4][c:5]1[CH:18]([N:17]([CH3:16])[CH3:26])[c:19]1[c:20]([CH3:25])[cH:21][cH:22][cH:23][cH:24]1. The reactants are S(O)(O)(=O)=O (sulfuric acid), CN(C1=CC=C(C(=O)O)C=C1)C (4-dimethylaminobenzoic acid), C([O-])(O)=O.[Na+] (sodium bicarbonate). Solvent: CO (methanol). The product is COC(C1=CC=C(C=C1)N(C)C)=O (4-dimethylaminobenzoic acid methyl ester). As a reaction SMILES: [CH3:1][N:2]([CH3:12])[C:3]1[CH:11]=[CH:10][C:6]([C:7]([OH:9])=[O:8])=[CH:5][CH:4]=1.S(=O)(=O)(O)O.[C:18](=O)(O)[O-].[Na+]>CO>[CH3:18][O:8][C:7](=[O:9])[C:6]1[CH:10]=[CH:11][C:3]([N:2]([CH3:12])[CH3:1])=[CH:4][CH:5]=1 |f:2.3|. Procedure details: 23 g of 4-dimethylaminobenzoic acid was dissolved in 200 ml of methanol to which was added 2 ml of concentrated sulfuric acid and the mixture was refluxed with heating for 2 days. After cooling, the reaction mixture was poured into an aqueous solution of sodium bicarbonate and the crystals thus deposited were collected by filtration, washed with water and dried to obtain 24 g of 4-dimethylaminobenzoic acid methyl ester having a melting point of 101° to 102° C.